This data is from the Open Reaction Database (ORD), a public repository of structured organic reaction records. The task is: describe an organic reaction: reactants, conditions, products, and yield Reactants: C(C)C1C(CC(C(C(OC(C2CCCCN2C(C(C2(C(CC(C(C(CC(CC(=C1)C)C)OC)O2)OC)C)O)=O)=O)=O)C(=CC2CC(C(CC2)N=[N+]=[N-])OC(C)C)C)C)O[Si](C)(C)C(C)(C)C)=O (17-ethyl-1-hydroxy-14-(tertbutyldimethylsiloxy)-12-[2'-(4"-azido-3"-isopropyloxycyclohexyl)-1'-methylvinyl]-23,25-dimethoxy-13,19,21,27-tetramethyl-11,28-dioxa-4-azatricyclo[22.3.1.04,9 ]octacos-18-ene-2,3,10,16-tetraone). The solvent is C(C)#N (acetonitrile), C(C)#N (acetonitrile), C(C)(=O)OCC (ethyl acetate). Conditions: time 4.5 hour. Product: C(C)C1C(CC(C(C(OC(C2CCCCN2C(C(C2(C(CC(C(C(CC(CC(=C1)C)C)OC)O2)OC)C)O)=O)=O)=O)C(=CC2CC(C(CC2)N=[N+]=[N-])OC(C)C)C)C)O)=O (17-Ethyl-1,14-dihydroxy-12-(2'-(4"-azido-3"-isopropyloxycyclohexyl)-1'-methylvinyl]-23,25-dimethoxy-13,19,21,27-tetramethyl-11,28-dioxa-4-azatricyclo[22.3.1.04,9 ]octacos-18-ene-2,3,10,16-tetraone). Isolated yield 67.2%. Reaction SMILES: [CH2:1]([CH:3]1[CH:29]=[C:28]([CH3:30])[CH2:27][CH:26]([CH3:31])[CH2:25][CH:24]([O:32][CH3:33])[CH:23]2[O:34][C:19]([OH:38])([CH:20]([CH3:37])[CH2:21][CH:22]2[O:35][CH3:36])[C:18](=[O:39])[C:17](=[O:40])[N:16]2[CH:11]([CH2:12][CH2:13][CH2:14][CH2:15]2)[C:10](=[O:41])[O:9][CH:8]([C:42]([CH3:57])=[CH:43][CH:44]2[CH2:49][CH2:48][CH:47]([N:50]=[N+:51]=[N-:52])[CH:46]([O:53][CH:54]([CH3:56])[CH3:55])[CH2:45]2)[CH:7]([CH3:58])[CH:6]([O:59][Si](C(C)(C)C)(C)C)[CH2:5][C:4]1=[O:67])[CH3:2]>C(#N)C.C(OCC)(=O)C>[CH2:1]([CH:3]1[CH:29]=[C:28]([CH3:30])[CH2:27][CH:26]([CH3:31])[CH2:25][CH:24]([O:32][CH3:33])[CH:23]2[O:34][C:19]([OH:38])([CH:20]([CH3:37])[CH2:21][CH:22]2[O:35][CH3:36])[C:18](=[O:39])[C:17](=[O:40])[N:16]2[CH:11]([CH2:12][CH2:13][CH2:14][CH2:15]2)[C:10](=[O:41])[O:9][CH:8]([C:42]([CH3:57])=[CH:43][CH:44]2[CH2:49][CH2:48][CH:47]([N:50]=[N+:51]=[N-:52])[CH:46]([O:53][CH:54]([CH3:56])[CH3:55])[CH2:45]2)[CH:7]([CH3:58])[CH:6]([OH:59])[CH2:5][C:4]1=[O:67])[CH3:2]. Reported procedure: To a solution of 17-ethyl-1-hydroxy-14-(tertbutyldimethylsiloxy)-12-[2'-(4"-azido-3"-isopropyloxycyclohexyl)-1'-methylvinyl]-23,25-dimethoxy-13,19,21,27-tetramethyl-11,28-dioxa-4-azatricyclo[22.3.1.04,9 ]octacos-18-ene-2,3,10,16-tetraone (38 mg) in acetonitrile (1 ml) was added a solution of 2% HF in aqueous acetonitrile (150 μl), and the mixture stirred at room temperature. After 4.5 hours, the solution was diluted with ethyl acetate, extracted with saturated sodium bicarbonate solution and the... Reactants: CCOC(=O)C=C(c1ccc2cc[nH]c2c1)c1c[nH]c2ccccc12, CCO. Product: CCOC(=O)CC(c1ccc2cc[nH]c2c1)c1c[nH]c2ccccc12. RXN SMILES: [CH2:1]([CH3:2])[O:3][C:4]([CH:5]=[C:6]([c:7]1[cH:8][nH:9][c:10]2[cH:11][cH:12][cH:13][cH:14][c:15]12)[c:16]1[cH:17][cH:18][c:19]2[cH:20][cH:21][nH:22][c:23]2[cH:24]1)=[O:25].[CH3:26][CH2:27][OH:28]>>[CH2:1]([CH3:2])[O:3][C:4]([CH2:5][CH:6]([c:7]1[cH:8][nH:9][c:10]2[cH:11][cH:12][cH:13][cH:14][c:15]12)[c:16]1[cH:17][cH:18][c:19]2[cH:20][cH:21][nH:22][c:23]2[cH:24]1)=[O:25]. Starting materials: ClC=1C(=C2C(=NC1)NC(=N2)C2=CC(=C(C=C2)F)[N+](=O)[O-])C (6-chloro-2-(4-fluoro-3-nitrophenyl)-7-methyl-3H-imidazo[4,5-b]pyridine), CN1CCNCC1 (1-methylpiperazine). The solvent is CCOC(=O)C (EtOAc). Reaction conditions: time 15 minute. The product is ClC=1C(=C2C(=NC1)NC(=N2)C=2C=CC(=C(C2)N)N2CCN(CC2)C)C ([5-(6-Chloro-7-methyl-3H-imidazo[4,5-b]pyridin-2-yl)-2-(4-methylpiperazin-1-yl)phenyl]amine). Reaction SMILES: [Cl:1][C:2]1[C:3]([CH3:21])=[C:4]2[N:10]=[C:9]([C:11]3[CH:16]=[CH:15][C:14](F)=[C:13]([N+:18]([O-])=O)[CH:12]=3)[NH:8][C:5]2=[N:6][CH:7]=1.[CH3:22][N:23]1[CH2:28][CH2:27][NH:26][CH2:25][CH2:24]1>CCOC(C)=O>[Cl:1][C:2]1[C:3]([CH3:21])=[C:4]2[N:10]=[C:9]([C:11]3[CH:16]=[CH:15][C:14]([N:26]4[CH2:27][CH2:28][N:23]([CH3:22])[CH2:24][CH2:25]4)=[C:13]([NH2:18])[CH:12]=3)[NH:8][C:5]2=[N:6][CH:7]=1. Procedure details: Crude 6-chloro-2-(4-fluoro-3-nitrophenyl)-7-methyl-3H-imidazo[4,5-b]pyridine (Example 252) (333 mg) and 1-methylpiperazine (1.0 ml) were mixed and left at room temperature for 15 min, whereupon it was diluted with EtOAc (50 ml) and washed with water (100 ml). The aqueous phase was extracted with EtOAc (50 ml) and the combined organic phase was evaporated in vacuo. The yellow oily residue was dissolved in methanol (100 ml) and hydrogenated in a Parr apparatus (Raney nickel, 60 psi, 5 h). The cata...